Task: describe an organic reaction: reactants, conditions, products, and yield. Dataset: the Open Reaction Database (ORD), a public repository of structured organic reaction records Yields the product O=S(=O)(c1ccc(-c2ccccn2)cc1)N1CC(CO)C1. Starting materials: [BH4-], CO, [Na+], [Na+], [OH-], O, COC(=O)C1CN(S(=O)(=O)c2ccc(-c3ccccn3)cc2)C1. As a reaction SMILES: [BH4-:24].[CH3:29][OH:30].[Na+:25].[Na+:28].[OH-:27].[OH2:26].[n:1]1[c:2](-[c:7]2[cH:8][cH:9][c:10]([S:13](=[O:14])(=[O:15])[N:16]3[CH2:17][CH:18]([C:20](=[O:21])[O:22][CH3:23])[CH2:19]3)[cH:11][cH:12]2)[cH:3][cH:4][cH:5][cH:6]1>>[n:1]1[c:2](-[c:7]2[cH:8][cH:9][c:10]([S:13](=[O:14])(=[O:15])[N:16]3[CH2:17][CH:18]([CH2:20][OH:21])[CH2:19]3)[cH:11][cH:12]2)[cH:3][cH:4][cH:5][cH:6]1. Reactants: CCC(C(=O)O)c1cccc(Oc2ccccc2Cl)c1OC, CC(=O)OC(C)=O, I. The product is CCC1C(=O)Oc2c(Oc3ccccc3Cl)cccc21. As a reaction SMILES: [CH3:1][O:2][c:3]1[c:4]([CH:17]([C:18](=[O:19])[OH:20])[CH2:21][CH3:22])[cH:5][cH:6][cH:7][c:8]1[O:9][c:10]1[c:11]([Cl:16])[cH:12][cH:13][cH:14][cH:15]1.[CH3:23][C:24]([O:25][C:26](=[O:27])[CH3:28])=[O:29].[IH:30]>>[c:3]12[c:4]([cH:5][cH:6][cH:7][c:8]1[O:9][c:10]1[c:11]([Cl:16])[cH:12][cH:13][cH:14][cH:15]1)[CH:17]([CH2:21][CH3:22])[C:18](=[O:20])[O:19]2.